From a dataset of the Open Reaction Database (ORD), a public repository of structured organic reaction records. describe an organic reaction: reactants, conditions, products, and yield The reactants are Cc1cc2c(cn1)cc(-c1cc(C(N)=O)ccc1C)c(=O)n2C, O=C(Cl)C(=O)Cl, ClCCCl. Yields the product Cc1cc2c(cn1)cc(-c1cc(C(=O)N=C=O)ccc1C)c(=O)n2C. Reaction SMILES: [CH3:1][n:2]1[c:3](=[O:23])[c:4](-[c:13]2[cH:14][c:15]([C:16](=[O:17])[NH2:18])[cH:19][cH:20][c:21]2[CH3:22])[cH:5][c:6]2[cH:7][n:8][c:9]([CH3:12])[cH:10][c:11]12.[Cl:24][C:25](=[O:26])[C:27]([Cl:28])=[O:29].[Cl:30][CH2:31][CH2:32][Cl:33]>>[CH3:1][n:2]1[c:3](=[O:23])[c:4](-[c:13]2[cH:14][c:15]([C:16](=[O:17])[N:18]=[C:25]=[O:26])[cH:19][cH:20][c:21]2[CH3:22])[cH:5][c:6]2[cH:7][n:8][c:9]([CH3:12])[cH:10][c:11]12. The reactants are CN1CC2(CCN(C(=O)OCc3ccccc3)CC2)c2cccc(Cl)c21, O=C(O)C(F)(F)F. The product is CN1CC2(CCNCC2)c2cccc(Cl)c21. As a reaction SMILES: [Cl:1][c:2]1[cH:3][cH:4][cH:5][c:6]2[c:10]1[N:9]([CH3:11])[CH2:8][C:7]21[CH2:12][CH2:13][N:14]([C:17]([O:18][CH2:19][c:20]2[cH:21][cH:22][cH:23][cH:24][cH:25]2)=[O:26])[CH2:15][CH2:16]1.[OH:27][C:28]([C:29]([F:30])([F:31])[F:32])=[O:33]>>[Cl:1][c:2]1[cH:3][cH:4][cH:5][c:6]2[c:10]1[N:9]([CH3:11])[CH2:8][C:7]21[CH2:12][CH2:13][NH:14][CH2:15][CH2:16]1.